This data is from the Open Reaction Database (ORD), a public repository of structured organic reaction records. The task is: describe an organic reaction: reactants, conditions, products, and yield Reaction SMILES: [CH3:19][S:20](=[O:21])[CH3:22].[CH3:1][O:2][CH2:3][CH2:4][CH2:5][OH:6].[Cl:9][c:10]1[c:11]([CH3:18])[c:12]([CH3:17])[n+:13]([O-:16])[cH:14][cH:15]1.[H-:7].[Na+:8]>>[CH3:1][O:2][CH2:3][CH2:4][CH2:5][O:6][c:10]1[c:11]([CH3:18])[c:12]([CH3:17])[n+:13]([O-:16])[cH:14][cH:15]1. The reactants are CS(C)=O, COCCCO, Cc1c(Cl)cc[n+]([O-])c1C, [H-], [Na+]. Product: COCCCOc1cc[n+]([O-])c(C)c1C.